This data is from the Open Reaction Database (ORD), a public repository of structured organic reaction records. The task is: describe an organic reaction: reactants, conditions, products, and yield Starting materials: OC1=NN(C(=C1)CCC(=O)OCC)C1=CC=CC=C1 (ethyl 3-(3-hydroxy-1-phenyl-1H-pyrazol-5-yl)propionate), ClCC1=CC=C(OCC=2N=C(OC2C)C2=CC=CC=C2)C=C1 (4-(4-chloromethylphenoxymethyl)-5-methyl-2-phenyloxazole), C([O-])([O-])=O.[K+].[K+] (potassium carbonate), CN(C=O)C (N,N-dimethylformamide). Run in O (water). Run at temperature 60 celsius, time 4 hour. Yields the product CC1=C(N=C(O1)C1=CC=CC=C1)COC1=CC=C(COC2=NN(C(=C2)CCC(=O)OCC)C2=CC=CC=C2)C=C1 (ethyl 3-[3-[4-(5-methyl-2-phenyl-4-oxazolylmethoxy)benzyloxy]-1-phenyl-1H-pyrazol-5-yl]propionate). Isolated yield 95.3%. RXN SMILES: [OH:1][C:2]1[CH:6]=[C:5]([CH2:7][CH2:8][C:9]([O:11][CH2:12][CH3:13])=[O:10])[N:4]([C:14]2[CH:19]=[CH:18][CH:17]=[CH:16][CH:15]=2)[N:3]=1.Cl[CH2:21][C:22]1[CH:41]=[CH:40][C:25]([O:26][CH2:27][C:28]2[N:29]=[C:30]([C:34]3[CH:39]=[CH:38][CH:37]=[CH:36][CH:35]=3)[O:31][C:32]=2[CH3:33])=[CH:24][CH:23]=1.C(=O)([O-])[O-].[K+].[K+].CN(C)C=O>O>[CH3:33][C:32]1[O:31][C:30]([C:34]2[CH:35]=[CH:36][CH:37]=[CH:38][CH:39]=2)=[N:29][C:28]=1[CH2:27][O:26][C:25]1[CH:24]=[CH:23][C:22]([CH2:21][O:1][C:2]2[CH:6]=[C:5]([CH2:7][CH2:8][C:9]([O:11][CH2:12][CH3:13])=[O:10])[N:4]([C:14]3[CH:15]=[CH:16][CH:17]=[CH:18][CH:19]=3)[N:3]=2)=[CH:41][CH:40]=1 |f:2.3.4|. Reported procedure: A mixture of ethyl 3-(3-hydroxy-1-phenyl-1H-pyrazol-5-yl)propionate (500 mg), 4-(4-chloromethylphenoxymethyl)-5-methyl-2-phenyloxazole (600 mg), potassium carbonate (530 mg) and N,N-dimethylformamide (10 ml) was stirred at 60° C. for 4 hrs. The reaction mixture was poured into water and the mixture was extracted with ethyl acetate. The ethyl acetate layer was washed with saturated brine, dried (MgSO4) and concentrated. The residue was subjected to silica gel column chromatography, and ethyl 3-[3... The reactants are C(#N)C1=CC=C(CCNC(C(F)(F)F)=O)C=C1 (N-(4-cyanophenethyl)-2,2,2-trifluoroacetamide), C1=CC=CC=C1 (benzene), C(=O)NN (formohydrazide). The solvent is CCO (EtOH), N1=CC=CC=C1 (pyridine). The product is N=1N=C(NC1)C1=CC=C(CCNC(C(F)(F)F)=O)C=C1 (N-(4-(4H-1,2,4-triazol-3-yl)phenethyl)-2,2,2-trifluoroacetamide). Reaction SMILES: [C:1]([C:3]1[CH:17]=[CH:16][C:6]([CH2:7][CH2:8][NH:9][C:10](=[O:15])[C:11]([F:14])([F:13])[F:12])=[CH:5][CH:4]=1)#[N:2].C1C=CC=CC=1.[CH:24]([NH:26][NH2:27])=O>CCO.N1C=CC=CC=1>[N:26]1[N:27]=[C:1]([C:3]2[CH:4]=[CH:5][C:6]([CH2:7][CH2:8][NH:9][C:10](=[O:15])[C:11]([F:12])([F:13])[F:14])=[CH:16][CH:17]=2)[NH:2][CH:24]=1. Procedure details: (N-(4-cyanophenethyl)-2,2,2-trifluoroacetamide (0.61 g, 2.52 mmol) was azeotroped with benzene and was dissolved in 10 mL of anhydrous EtOH. To this solution dry HCl was bubbled though for 90 min at 0 C. The solvent was evaporated to dryness under high vacuum to give a yellow solid. This yellow solid and formohydrazide (151 mg, 2.52 mmol) was dissolved in 10 mL of dry pyridine and the resulting solution was refluxed for 2 h. After cooling to RT, pyridine was evaporated and the residue was treate... Starting materials: NC1CCCCC1N, Cc1ccc(Cl)cc1, [Cu]I, [K+], [K+], O=C1CCCN1, O=C([O-])[O-]. Product: Cc1ccc(N2CCCC2=O)cc1. Reaction SMILES: [CH:7]1([NH2:8])[CH2:9][CH2:10][CH2:11][CH2:12][CH:13]1[NH2:14].[Cl:21][c:22]1[cH:23][cH:24][c:25]([CH3:28])[cH:26][cH:27]1.[Cu:29][I:30].[K+:1].[K+:2].[NH:15]1[C:16](=[O:20])[CH2:17][CH2:18][CH2:19]1.[O-:3][C:4]([O-:5])=[O:6]>>[N:15]1([c:22]2[cH:23][cH:24][c:25]([CH3:28])[cH:26][cH:27]2)[C:16](=[O:20])[CH2:17][CH2:18][CH2:19]1. Reactants: O (Water), FC(C1=CC=CC(=N1)NN)(F)F (6-(trifluoromethyl)pyridin-2-ylhydrazine), FC1=CC=C(C(=O)Cl)C=C1 (4-fluorobenzoyl chloride), C(C)(C)N(CC)C(C)C (diisopropylethylamine). The solvent is C1CCOC1 (THF). Reaction conditions: time 15 minute. Product: FC(C1=CC=CC(=N1)NNC(C1=CC=C(C=C1)F)=O)(F)F (4-Fluorobenzoic acid 2-[6-(trifluoromethyl)-2-pyridinyl]hydrazide). Yield: 64.4%. Reaction SMILES: [F:1][C:2]([F:12])([F:11])[C:3]1[N:8]=[C:7]([NH:9][NH2:10])[CH:6]=[CH:5][CH:4]=1.[F:13][C:14]1[CH:22]=[CH:21][C:17]([C:18](Cl)=[O:19])=[CH:16][CH:15]=1.C(N(C(C)C)CC)(C)C.O>C1COCC1>[F:12][C:2]([F:1])([F:11])[C:3]1[N:8]=[C:7]([NH:9][NH:10][C:18](=[O:19])[C:17]2[CH:21]=[CH:22][C:14]([F:13])=[CH:15][CH:16]=2)[CH:6]=[CH:5][CH:4]=1. Procedure: To a stirred solution of 6-(trifluoromethyl)pyridin-2-ylhydrazine (3.00 g, 16.4 mmol) and 4-fluorobenzoyl chloride (2.95 g, 18.63 mmol) in anhydrous THF (20 mL) at 0° C. under N2 was added diisopropylethylamine (2.41 g, 18.63 mmol). After 15 min, the solution was allowed to warm to room temperature over 1 h. Water (80 mL) was added, and the aqueous layer was extracted with ethyl acetate (2×100 mL). The organic extracts were combined, washed with water (100 mL), dried over MgSO4, and concentrated... Starting materials: Brc1ccc2ccccc2c1, O=C([O-])O, COc1cc(-c2ccc3c(I)nn(S(=O)(=O)c4c(C)cc(C)cc4C)c3c2)ccc1OCc1ccccc1, [Li]CCCC, [Na+], c1ccc(P(c2ccccc2)(c2ccccc2)[Pd](P(c2ccccc2)(c2ccccc2)c2ccccc2)(P(c2ccccc2)(c2ccccc2)c2ccccc2)P(c2ccccc2)(c2ccccc2)c2ccccc2)cc1. The product is COc1cc(-c2ccc3c(-c4ccc5ccccc5c4)nn(S(=O)(=O)c4c(C)cc(C)cc4C)c3c2)ccc1OCc1ccccc1. RXN SMILES: [Br:1][c:2]1[cH:3][c:4]2[cH:5][cH:6][cH:7][cH:8][c:9]2[cH:10][cH:11]1.[C:55](=[O:56])([OH:57])[O-:58].[CH2:17]([c:18]1[cH:19][cH:20][cH:21][cH:22][cH:23]1)[O:24][c:25]1[c:26]([O:53][CH3:54])[cH:27][c:28](-[c:31]2[cH:32][cH:33][c:34]3[c:35]([I:52])[n:36][n:37]([S:40](=[O:41])(=[O:42])[c:43]4[c:44]([CH3:51])[cH:45][c:46]([CH3:50])[cH:47][c:48]4[CH3:49])[c:38]3[cH:39]2)[cH:29][cH:30]1.[CH3:12][CH2:13][CH2:14][CH2:15][Li:16].[Na+:59].[cH:60]1[cH:61][cH:62][c:63]([P:64]([Pd:65]([P:66]([c:67]2[cH:68][cH:69][cH:70][cH:71][cH:72]2)([c:73]2[cH:74][cH:75][cH:76][cH:77][cH:78]2)[c:79]2[cH:80][cH:81][cH:82][cH:83][cH:84]2)([P:85]([c:86]2[cH:87][cH:88][cH:89][cH:90][cH:91]2)([c:92]2[cH:93][cH:94][cH:95][cH:96][cH:97]2)[c:98]2[cH:99][cH:100][cH:101][cH:102][cH:103]2)[P:104]([c:105]2[cH:106][cH:107][cH:108][cH:109][cH:110]2)([c:111]2[cH:112][cH:113][cH:114][cH:115][cH:116]2)[c:117]2[cH:118][cH:119][cH:120][cH:121][cH:122]2)([c:123]2[cH:124][cH:125][cH:126][cH:127][cH:128]2)[c:129]2[cH:130][cH:131][cH:132][cH:133][cH:134]2)[cH:135][cH:136]1>>[c:2]1(-[c:35]2[c:34]3[cH:33][cH:32][c:31](-[c:28]4[cH:27][c:26]([O:53][CH3:54])[c:25]([O:24][CH2:17][c:18]5[cH:19][cH:20][cH:21][cH:22][cH:23]5)[cH:30][cH:29]4)[cH:39][c:38]3[n:37]([S:40](=[O:41])(=[O:42])[c:43]3[c:44]([CH3:51])[cH:45][c:46]([CH3:50])[cH:47][c:48]3[CH3:49])[n:36]2)[cH:3][c:4]2[cH:5][cH:6][cH:7][cH:8][c:9]2[cH:10][cH:11]1. The reactants are C(C1=CC=CC=C1)N1CC(C(CC1)O)(CCC)CCC (1-benzyl-3,3-di-n-propyl-4-hydroxypiperidine). The reagents and catalysts are [OH-].[Pd+2].[OH-] (palladium hydroxide). The solvent is CO (methanol), [H][H] (hydrogen). Yields the product C(CC)C1(CNCCC1O)CCC (3,3-di-n-propyl-4-hydroxypiperidine). Reaction SMILES: C([N:8]1[CH2:13][CH2:12][CH:11]([OH:14])[C:10]([CH2:18][CH2:19][CH3:20])([CH2:15][CH2:16][CH3:17])[CH2:9]1)C1C=CC=CC=1>CO.[H][H].[OH-].[Pd+2].[OH-]>[CH2:18]([C:10]1([CH2:15][CH2:16][CH3:17])[CH:11]([OH:14])[CH2:12][CH2:13][NH:8][CH2:9]1)[CH2:19][CH3:20] |f:3.4.5|. Reported procedure: A mixture of 1-benzyl-3,3-di-n-propyl-4-hydroxypiperidine (0.9 g, 3.27 mmole) and 20% palladium hydroxide (0.2 g) in methanol (20 ml) was stirred at ambient temperature in hydrogen atmosphere (1 atm.) for 8 hr. Catalyst was filtered off, washed with methanol, filtrate was concentrated to dryness to give 3,3-di-n-propyl-4-hydroxypiperidine as oil. Yield 0.5 g (84%), C12H23NO, m/z 186 (M+1). Reactants: CC(C)(C)[O-], [K+], C1CCOC1, N#Cc1ccc(C(CCCCCl)n2ccnc2)cc1. The product is N#Cc1ccc(C2(n3ccnc3)CCCC2)cc1. Reaction SMILES: [CH3:1][C:2]([CH3:3])([O-:4])[CH3:5].[K+:6].[O:26]1[CH2:27][CH2:28][CH2:29][CH2:30]1.[n:7]1([CH:12]([CH2:13][CH2:14][CH2:15][CH2:16][Cl:17])[c:18]2[cH:19][cH:20][c:21]([C:22]#[N:23])[cH:24][cH:25]2)[cH:8][n:9][cH:10][cH:11]1>>[n:7]1([C:12]2([c:18]3[cH:19][cH:20][c:21]([C:22]#[N:23])[cH:24][cH:25]3)[CH2:13][CH2:14][CH2:15][CH2:16]2)[cH:8][n:9][cH:10][cH:11]1.